The task is: describe an organic reaction: reactants, conditions, products, and yield. This data is from the Open Reaction Database (ORD), a public repository of structured organic reaction records. Starting materials: C(C1=CC=CC=C1)OC(=O)NCC1=CC=C(C=C1)N1C(OC(C1)CN1CCC(CC1)OCC(=O)OC(C)(C)C)=O (tert-butyl 1-(3-(4-benzyloxycarbonylaminomethylphenyl)-2-oxo-5-oxazolidinylmethyl)piperidine-4-oxyacetate), O (water), C(C1=CC=CC=C1)OC(=O)NCC1=CC=C(C=C1)N1C(OC(C1)CCl)=O (3-(4-benzyloxycarbonylaminomethylphenyl)-5-chloromethyl-2-oxazolidinone), N1CCC(CC1)OCC(=O)OC(C)(C)C (tert-butyl piperidine-4-oxyacetate). The reagents and catalysts are [Pd].[C] (Pd carbon). The solvent is CO (methanol), C(C)(=O)O (acetic acid). Yields the product NCC1=CC=C(C=C1)N1C(OC(C1)CN1CCC(CC1)OCC(=O)OC(C)(C)C)=O (tert-butyl 1-(3-(4-aminomethylphenyl)-2-oxo-5-oxazolidinylmethyl)piperidine-4-oxyacetate). Reaction SMILES: C(OC([NH:11][CH2:12][C:13]1[CH:18]=[CH:17][C:16]([N:19]2[CH2:23][CH:22]([CH2:24][N:25]3[CH2:30][CH2:29][CH:28]([O:31][CH2:32][C:33]([O:35][C:36]([CH3:39])([CH3:38])[CH3:37])=[O:34])[CH2:27][CH2:26]3)[O:21][C:20]2=[O:40])=[CH:15][CH:14]=1)=O)C1C=CC=CC=1.C(OC(NCC1C=CC(N2CC(CCl)OC2=O)=CC=1)=O)C1C=CC=CC=1.N1CCC(OCC(OC(C)(C)C)=O)CC1.O>CO.[Pd].[C].C(O)(=O)C>[NH2:11][CH2:12][C:13]1[CH:18]=[CH:17][C:16]([N:19]2[CH2:23][CH:22]([CH2:24][N:25]3[CH2:26][CH2:27][CH:28]([O:31][CH2:32][C:33]([O:35][C:36]([CH3:38])([CH3:37])[CH3:39])=[O:34])[CH2:29][CH2:30]3)[O:21][C:20]2=[O:40])=[CH:15][CH:14]=1 |f:5.6|. Procedure details: A solution of 1 g of tert-butyl 1-(3-(4-benzyloxycarbonylaminomethylphenyl)-2-oxo-5-oxazolidinylmethyl)piperidine-4-oxyacetate (obtainable from 3-(4-benzyloxycarbonylaminomethylphenyl)-5-chloromethyl-2-oxazolidinone and tert-butyl piperidine-4-oxyacetate in accordance with the method described in Example 3) in a mixture of 38 ml of methanol, 6 ml of water and 6 ml of acetic acid is hydrogenated on 0.6 g of 5% Pd-carbon at 20° and 1 bar until H2 uptake has ceased. The mixture is filtered and the ... Starting materials: C(=O)([O-])[O-].[Cs+].[Cs+] (Cs2CO3), CS(=O)(=O)C1=CC=C(C=C1)F (4-fluorophenyl methyl sulfone), COC(=O)C1=CC(=CC=2C=C(OC21)C)O (5-hydroxy-2-methyl-benzofuran-7-carboxylic acid methyl ester). The solvent is CN(C)C=O (DMF). Run at temperature 120 celsius. The product is COC(=O)C1=CC(=CC=2C=C(OC21)C)OC2=CC=C(C=C2)S(=O)(=O)C (5-(4-Methanesulfonyl-phenoxy)-2-methyl-benzofuran-7-carboxylic acid methyl ester). Isolated yield 92.0%. Reaction SMILES: C([O-])([O-])=O.[Cs+].[Cs+].[CH3:7][S:8]([C:11]1[CH:16]=[CH:15][C:14](F)=[CH:13][CH:12]=1)(=[O:10])=[O:9].[CH3:18][O:19][C:20]([C:22]1[C:30]2[O:29][C:28]([CH3:31])=[CH:27][C:26]=2[CH:25]=[C:24]([OH:32])[CH:23]=1)=[O:21]>CN(C=O)C>[CH3:18][O:19][C:20]([C:22]1[C:30]2[O:29][C:28]([CH3:31])=[CH:27][C:26]=2[CH:25]=[C:24]([O:32][C:14]2[CH:15]=[CH:16][C:11]([S:8]([CH3:7])(=[O:10])=[O:9])=[CH:12][CH:13]=2)[CH:23]=1)=[O:21] |f:0.1.2|. Reported procedure: Cs2CO3 (2.36 g, 7.24 mmol) and 4-fluorophenyl methyl sulfone (631 mg, 3.62 mmol) were added to a solution of 5-hydroxy-2-methyl-benzofuran-7-carboxylic acid methyl ester (4d) (746 mg, 3.62 mmol) in DMF (5 mL). The mixture was heated to 120° C. overnight and then cooled to RT. The mixture was then quenched with H2O (80 mL) and extracted with EtOAc 92×100 ml). The combined organic layers were dried over MgSO4 and concentrated. The residue was purified by flash column chromatograph eluting with 4% ... The reactants are CCOCC, [Cl-], CC1(C(=O)O)COc2ccc(Cl)cc2O1, [NH4+]. The product is CC(=O)C1(C)COc2ccc(Cl)cc2O1. Reaction SMILES: [CH2:18]([O:19][CH2:20][CH3:21])[CH3:22].[Cl-:16].[Cl:1][c:2]1[cH:3][cH:4][c:5]2[c:6]([cH:15]1)[O:7][C:8]([CH3:11])([C:12](=[O:13])[OH:14])[CH2:9][O:10]2.[NH4+:17]>>[Cl:1][c:2]1[cH:3][cH:4][c:5]2[c:6]([cH:15]1)[O:7][C:8]([CH3:11])([C:12](=[O:14])[CH3:18])[CH2:9][O:10]2. Reactants: CCCCCCCCCc1ccccc1O, C1CO1, CNC, ClCCl, Cl, N#C[Na], O=Cc1cccc(Oc2ccccc2)c1, O. Yields the product CN(C)C(C#N)c1cccc(Oc2ccccc2)c1. RXN SMILES: [CH2:23]([c:24]1[cH:25][cH:26][cH:27][cH:28][c:29]1[OH:30])[CH2:31][CH2:32][CH2:33][CH2:34][CH2:35][CH2:36][CH2:37][CH3:38].[CH2:39]1[O:40][CH2:41]1.[CH3:1][NH:2][CH3:3].[Cl:43][CH2:44][Cl:45].[ClH:4].[Na:20][C:21]#[N:22].[O:5]([c:6]1[cH:7][cH:8][cH:9][cH:10][cH:11]1)[c:12]1[cH:13][c:14]([CH:15]=[O:16])[cH:17][cH:18][cH:19]1.[OH2:42]>>[CH3:1][N:2]([CH3:3])[CH:15]([c:14]1[cH:13][c:12]([O:5][c:6]2[cH:7][cH:8][cH:9][cH:10][cH:11]2)[cH:19][cH:18][cH:17]1)[C:21]#[N:22]. Starting materials: COC=1C=CC2=C(C1)OC(C=1CNCCC12)=O (8-methoxy-1,2,3,4-tetrahydro-chromeno[3,4-c]pyridin-5-one), N1=C(C=CC=C1)C=O (2-pyridinecarboxaldehyde). The product is COC=1C=CC2=C(C1)OC(C=1CN(CCC12)CC1=NC=CC=C1)=O (8-Methoxy-3-pyridin-2-ylmethyl-1,2,3,4-tetrahydro-chromeno[3,4-c]pyridin-5-one). Isolated yield 25.0%. Reaction SMILES: [CH3:1][O:2][C:3]1[CH:4]=[CH:5][C:6]2[C:16]3[CH2:15][CH2:14][NH:13][CH2:12][C:11]=3[C:10](=[O:17])[O:9][C:7]=2[CH:8]=1.[N:18]1[CH:23]=[CH:22][CH:21]=[CH:20][C:19]=1[CH:24]=O>>[CH3:1][O:2][C:3]1[CH:4]=[CH:5][C:6]2[C:16]3[CH2:15][CH2:14][N:13]([CH2:24][C:19]4[CH:20]=[CH:21][CH:22]=[CH:23][N:18]=4)[CH2:12][C:11]=3[C:10](=[O:17])[O:9][C:7]=2[CH:8]=1. Procedure details: Prepared by the procedure of Example 3 from 8-methoxy-1,2,3,4-tetrahydro-chromeno[3,4-c]pyridin-5-one and 2-pyridinecarboxaldehyde. Yield 25%; mp 140°-142° C. Reactants: CCCCN1CCC(CO)CC1, C1CCOC1, [Li]C, CCOC(=O)c1c2c(n3ccccc13)CCCO2. Yields the product CCCCN1CCC(COC(=O)c2c3c(n4ccccc24)CCCO3)CC1. As a reaction SMILES: [CH2:1]([CH2:2][CH2:3][CH3:4])[N:5]1[CH2:6][CH2:7][CH:8]([CH2:11][OH:12])[CH2:9][CH2:10]1.[CH2:33]1[O:34][CH2:35][CH2:36][CH2:37]1.[Li:13][CH3:14].[O:15]1[CH2:16][CH2:17][CH2:18][c:19]2[c:20]1[c:21]([C:28](=[O:29])[O:30][CH2:31][CH3:32])[c:22]1[cH:23][cH:24][cH:25][cH:26][n:27]21>>[CH2:1]([CH2:2][CH2:3][CH3:4])[N:5]1[CH2:6][CH2:7][CH:8]([CH2:11][O:12][C:28]([c:21]2[c:20]3[c:19]([n:27]4[c:22]2[cH:23][cH:24][cH:25][cH:26]4)[CH2:18][CH2:17][CH2:16][O:15]3)=[O:29])[CH2:9][CH2:10]1.